The task is: describe an organic reaction: reactants, conditions, products, and yield. This data is from the Open Reaction Database (ORD), a public repository of structured organic reaction records. Starting materials: C(C1=CC=CC=C1)N1N=CC(=C1)C1=CC=CC=2N1N=C(N2)N (5-(1-benzyl-1H-pyrazol-4-yl)-[1,2,4]triazolo[1,5-a]pyridin-2-ylamine), BrC1=CC=C(OCCN2CCCC2)C=C1 (1-(2-(4-bromophenoxyl)ethyl)pyrrolidine), CC1(C2=C(C(=CC=C2)P(C3=CC=CC=C3)C4=CC=CC=C4)OC5=C(C=CC=C51)P(C6=CC=CC=C6)C7=CC=CC=C7)C (xantphos), CC(C)([O-])C.[Na+] (sodium tert-butoxide). Reagents/catalysts: C=1C=CC(=CC1)/C=C/C(=O)/C=C/C2=CC=CC=C2.C=1C=CC(=CC1)/C=C/C(=O)/C=C/C2=CC=CC=C2.C=1C=CC(=CC1)/C=C/C(=O)/C=C/C2=CC=CC=C2.[Pd].[Pd] (tris(dibenzylideneacetone)dipalladium). The solvent is O1CCOCC1 (1,4-dioxane), CC(=O)N(C)C (Dimethylacetamide). Reaction conditions: temperature 130 celsius. Product: C(C1=CC=CC=C1)N1N=CC(=C1)C1=CC=CC=2N1N=C(N2)NC2=CC=C(C=C2)OCCN2CCCC2 ([5-(1-Benzyl-1H-pyrazol-4-yl)-[1,2,4]triazolo[1,5-a]pyridin-2-yl]-[4-(2-pyrrolidin-1-yl-ethoxy)-phenyl]-amine). RXN SMILES: [CH2:1]([N:8]1[CH:12]=[C:11]([C:13]2[N:18]3[N:19]=[C:20]([NH2:22])[N:21]=[C:17]3[CH:16]=[CH:15][CH:14]=2)[CH:10]=[N:9]1)[C:2]1[CH:7]=[CH:6][CH:5]=[CH:4][CH:3]=1.Br[C:24]1[CH:37]=[CH:36][C:27]([O:28][CH2:29][CH2:30][N:31]2[CH2:35][CH2:34][CH2:33][CH2:32]2)=[CH:26][CH:25]=1.CC1(C)C2C(=C(P(C3C=CC=CC=3)C3C=CC=CC=3)C=CC=2)OC2C(P(C3C=CC=CC=3)C3C=CC=CC=3)=CC=CC1=2.CC(C)([O-])C.[Na+]>C1C=CC(/C=C/C(/C=C/C2C=CC=CC=2)=O)=CC=1.C1C=CC(/C=C/C(/C=C/C2C=CC=CC=2)=O)=CC=1.C1C=CC(/C=C/C(/C=C/C2C=CC=CC=2)=O)=CC=1.[Pd].[Pd].CC(N(C)C)=O.O1CCOCC1>[CH2:1]([N:8]1[CH:12]=[C:11]([C:13]2[N:18]3[N:19]=[C:20]([NH:22][C:24]4[CH:25]=[CH:26][C:27]([O:28][CH2:29][CH2:30][N:31]5[CH2:32][CH2:33][CH2:34][CH2:35]5)=[CH:36][CH:37]=4)[N:21]=[C:17]3[CH:16]=[CH:15][CH:14]=2)[CH:10]=[N:9]1)[C:2]1[CH:7]=[CH:6][CH:5]=[CH:4][CH:3]=1 |f:3.4,5.6.7.8.9|. Procedure details: A microwave vial containing 5-(1-benzyl-1H-pyrazol-4-yl)-[1,2,4]triazolo[1,5-a]pyridin-2-ylamine (6.42 g, 22.1 mmol), 1-(2-(4-bromophenoxyl)ethyl)pyrrolidine (5.1 mL, 24.3 mmol), tris(dibenzylideneacetone)dipalladium (0.633 g, 1.11 mmol), xantphos (1.28 g, 2.22 mmol), sodium tert-butoxide (4.34 g, 44.2 mmol) and 1,4-dioxane (50 mL) was heated under microwave irradiation (130° C., 15 min). Dimethylacetamide (2.5 mL) was added to assist with microwave absorption. The volatiles were removed under r... Starting materials: S1CN(C(C1)C(=O)[O-])C(=O)OC(C)(C)C (3,4-thiazolidinedicarboxylic acid, 3-(1,1-dimethylethyl) ester), CCN=C=NCCCN(C)C.Cl (water soluble carbodiimide), CN1CCOCC1 (NMM), Cl.CON(C(=O)C1NCSC1)C (N-methoxy-N-methyl-4-thiazolidinecarboxamide, monohydrochloride). The reagents and catalysts are CN(C)C=1C=CN=CC1 (DMAP). Solvent: C(Cl)Cl (methylene chloride), C(Cl)Cl (methylene chloride). The product is COCNC(=O)C1N(CSC1)C(=O)C1N(CSC1)C(=O)OC(C)(C)C (4-[[4-[(methoxymethylamino)carbonyl]-3-thiazolidinyl]carbonyl]-3-thiazolidinecarboxylic acid, 1,1-dimethylethyl ester). Isolated yield 25.6%. As a reaction SMILES: [S:1]1[CH2:5][CH:4]([C:6]([O-:8])=O)[N:3]([C:9]([O:11][C:12]([CH3:15])([CH3:14])[CH3:13])=[O:10])[CH2:2]1.CN1CC[O:20][CH2:19]C1.Cl.CO[N:26]([CH3:34])[C:27]([CH:29]1[CH2:33][S:32][CH2:31][NH:30]1)=[O:28].CCN=C=NCCCN(C)C.Cl>CN(C1C=CN=CC=1)C.C(Cl)Cl>[CH3:19][O:20][CH2:34][NH:26][C:27]([CH:29]1[CH2:33][S:32][CH2:31][N:30]1[C:6]([CH:4]1[CH2:5][S:1][CH2:2][N:3]1[C:9]([O:11][C:12]([CH3:15])([CH3:14])[CH3:13])=[O:10])=[O:8])=[O:28] |f:2.3,4.5|. Procedure: To a stirred solution of 3,4-thiazolidinedicarboxylic acid, 3-(1,1-dimethylethyl) ester (compound from Example IIIA; 0.81 g, 3.49 mmol) and DMAP (0.43 g, 3.49 mmol) in methylene chloride (20 ml) under argon was added NMM (0.38 ml, 3.49 mmol) followed by N-methoxy-N-methyl-4-thiazolidinecarboxamide, monohydrochloride (compound from Example IIIC; 0.76 g, 3.49 mmol) in methylene chloride (10 ml) and water soluble carbodiimide (0.67 g; 3.49 mmol). After the reaction was complete the reaction was con... Reaction SMILES: [ClH:1].[CH2:2]([N:6]1[CH2:11][CH2:10][C@@H:9]([C:12]2[CH:17]=[CH:16][C:15]([F:18])=[CH:14][CH:13]=2)[C@H:8]([CH2:19][O:20][C:21]2[CH:26]=[CH:25][C:24]3[O:27][CH2:28][O:29][C:23]=3[CH:22]=2)[CH2:7]1)[CH2:3][CH2:4][CH3:5].[Br:30]Br.[OH-].[Na+]>C(Cl)Cl>[ClH:1].[Br:30][C:26]1[CH:25]=[C:24]2[O:27][CH2:28][O:29][C:23]2=[CH:22][C:21]=1[O:20][CH2:19][C@H:8]1[C@H:9]([C:12]2[CH:13]=[CH:14][C:15]([F:18])=[CH:16][CH:17]=2)[CH2:10][CH2:11][N:6]([CH2:2][CH2:3][CH2:4][CH3:5])[CH2:7]1 |f:0.1,3.4,6.7|. Starting materials: BrBr (Bromine), Cl.C(CCC)N1C[C@H]([C@@H](CC1)C1=CC=C(C=C1)F)COC1=CC2=C(C=C1)OCO2 ((-)-trans-1-butyl-4-(4-fluorophenyI)-3-(3,4-methylenedioxyphenoxymethyl)-piperidine hydrochloride), [OH-].[Na+] (NaOH). The solvent is C(Cl)Cl (CH2Cl2), C(Cl)Cl (CH2Cl2). The product is Cl.BrC1=C(OC[C@@H]2CN(CC[C@H]2C2=CC=C(C=C2)F)CCCC)C=C2C(=C1)OCO2 ((-)-trans-3-(2-bromo-4,5-methylenedioxyphenoxymethyl)-1-butyl-4-(4-fluorophenyl)-piperidine hydrochloride). Reported procedure: (-)-trans-1-butyl-4-(4-fluorophenyI)-3-(3,4-methylenedioxyphenoxymethyl)-piperidine hydrochloride (1 g) was dissolved in CH2Cl2 (50 ml). Bromine (0.124 ml) was added dropwise at R.T. After stirring for 2 h aqueous NaOH was added, and the CH2Cl2 layer was isolated, dried over Na2SO4, filtered and evaporated to dryness. The residue was dissolved in acetone, excess conc. HCl was added and the above mentioned bromo compound was precipitated by addition of ether. M.p. 116° C. Reactants: NC1=CC=C(S1)C(=O)OC (methyl 5-aminothiophene-2-carboxylate), FC(C(=O)O)(F)F.ClC1=CC=C2C(=C1)NC(C21C(NC(C1C1=C(C(=CC=C1)Cl)F)C(=O)O)CC(C)(C)C)=O (rac-(2′S,3′R,4′S,5′R)-6-chloro-4′-(3-chloro-2-fluoro-phenyl)-2′-(2,2-dimethyl-propyl)-2-oxo-1,2-dihydro-spiro[indole-3,3′-pyrrolidine]-5′-carboxylic acid trifluoroacetic acid), C(C)(C)N(CC)C(C)C (diisopropylethylamine), C1(=CC=CC=C1)P(=O)(C1=CC=CC=C1)Cl (diphenylphosphinic chloride). The product is COC(=O)C=1SC(=CC1)NC(=O)[C@H]1[C@@H]([C@@]2([C@@H](N1)CC(C)(C)C)C(NC1=CC(=CC=C12)Cl)=O)C1=C(C(=CC=C1)Cl)F (rac-5-{[(2′S,3′R,4′S,5′R)-6-chloro-4′-(3-chloro-2-fluoro-phenyl)-2′-(2,2-dimethyl-propyl)-2-oxo-1,2-dihydro-spiro[indole-3,3′-pyrrolidine]-5′-carbonyl]amino}-thiophene-2-carboxylic acid methyl ester), solid. Yield: 19.0%. RXN SMILES: FC(F)(F)C(O)=O.[Cl:8][C:9]1[CH:14]=[C:13]2[NH:15][C:16](=[O:38])[C:17]3([CH:21]([C:22]4[CH:27]=[CH:26][CH:25]=[C:24]([Cl:28])[C:23]=4[F:29])[CH:20]([C:30](O)=[O:31])[NH:19][CH:18]3[CH2:33][C:34]([CH3:37])([CH3:36])[CH3:35])[C:12]2=[CH:11][CH:10]=1.C(N(C(C)C)CC)(C)C.C1(P(Cl)(C2C=CC=CC=2)=O)C=CC=CC=1.[NH2:63][C:64]1[S:68][C:67]([C:69]([O:71][CH3:72])=[O:70])=[CH:66][CH:65]=1>>[CH3:72][O:71][C:69]([C:67]1[S:68][C:64]([NH:63][C:30]([C@@H:20]2[NH:19][C@@H:18]([CH2:33][C:34]([CH3:35])([CH3:37])[CH3:36])[C@:17]3([C:12]4[C:13](=[CH:14][C:9]([Cl:8])=[CH:10][CH:11]=4)[NH:15][C:16]3=[O:38])[C@H:21]2[C:22]2[CH:27]=[CH:26][CH:25]=[C:24]([Cl:28])[C:23]=2[F:29])=[O:31])=[CH:65][CH:66]=1)=[O:70] |f:0.1|. Procedure details: In a manner similar to the method described in Example 5, rac-(2′S,3′R,4′S,5′R)-6-chloro-4′-(3-chloro-2-fluoro-phenyl)-2′-(2,2-dimethyl-propyl)-2-oxo-1,2-dihydro-spiro[indole-3,3′-pyrrolidine]-5′-carboxylic acid trifluoroacetic acid prepared in Example 4 (0.25 g, 0.44 mmol), was reacted with diisopropylethylamine (0.23 g, 1.8 mmol), diphenylphosphinic chloride (0.32 g, 1.3 mmol), then reacted with methyl 5-aminothiophene-2-carboxylate (PrincetonBio) (0.084 g, 0.53 mmol) to give rac-5-{[(2′S,3′R,...